From a dataset of the Open Reaction Database (ORD), a public repository of structured organic reaction records. describe an organic reaction: reactants, conditions, products, and yield Starting materials: COc1nnc(-c2ccncc2)cc1-c1cc2ccccc2n1C(=O)OC(C)(C)C, ClCCl, O=C(O)C(F)(F)F. Yields the product O=C(O)C(F)(F)F, COc1nnc(-c2ccncc2)cc1-c1cc2ccccc2[nH]1. As a reaction SMILES: [C:1]([O:2][C:3](=[O:4])[n:8]1[c:9](-[c:17]2[c:18]([O:29][CH3:30])[n:19][n:20][c:21](-[c:23]3[cH:24][cH:25][n:26][cH:27][cH:28]3)[cH:22]2)[cH:10][c:11]2[cH:12][cH:13][cH:14][cH:15][c:16]12)([CH3:5])([CH3:6])[CH3:7].[Cl:38][CH2:39][Cl:40].[F:31][C:32]([C:33](=[O:34])[OH:35])([F:36])[F:37]>>[F:31][C:32]([C:33](=[O:34])[OH:35])([F:36])[F:37].[nH:8]1[c:9](-[c:17]2[c:18]([O:29][CH3:30])[n:19][n:20][c:21](-[c:23]3[cH:24][cH:25][n:26][cH:27][cH:28]3)[cH:22]2)[cH:10][c:11]2[cH:12][cH:13][cH:14][cH:15][c:16]12.